Dataset: the Open Reaction Database (ORD), a public repository of structured organic reaction records. Task: describe an organic reaction: reactants, conditions, products, and yield The reactants are C(C)OP(=O)(OCC)CC(=O)OCC (ethyl diethylphosphonoacetate), ClC=1C=C(C=O)C=C(C1)Cl (3,5-dichlorobenzaldehyde), [H-].[Na+] (sodium hydride), O (water). Solvent: O1CCCC1 (tetrahydrofuran), O1CCCC1 (tetrahydrofuran), O1CCCC1 (tetrahydrofuran). Conditions: time 30 minute. The product is ClC=1C=C(C=CC(=O)OCC)C=C(C1)Cl (Ethyl 3,5-dichlorocinnamate). Yield: 77.5%. As a reaction SMILES: [H-].[Na+].C(OP([CH2:11][C:12]([O:14][CH2:15][CH3:16])=[O:13])(OCC)=O)C.[Cl:17][C:18]1[CH:19]=[C:20]([CH:23]=[C:24]([Cl:26])[CH:25]=1)[CH:21]=O.O>O1CCCC1>[Cl:17][C:18]1[CH:19]=[C:20]([CH:23]=[C:24]([Cl:26])[CH:25]=1)[CH:21]=[CH:11][C:12]([O:14][CH2:15][CH3:16])=[O:13] |f:0.1|. Procedure details: To a mixture of sodium hydride (0.84 g: 55% dispersion in mineral oil) and tetrahydrofuran (40 ml) was dropwise added a solution of ethyl diethylphosphonoacetate (4.33 g) in tetrahydrofuran (20 ml) with ice-cooling of 6° to 12° C. over a 12 minutes period. After stirring at room temperature for 30 minutes, to the mixture thus obtained was dropwise added a solution of 3,5-dichlorobenzaldehyde (3.07 g) in tetrahydrofuran (20 ml) with ice-cooling of 8° to 11° C. over a 10 minutes period. After stir... Starting materials: CC#N, COC(=O)C1CC2CN1C(=O)C(C1CCCC1)NC(=O)OC1CCCC1CCCCCn1c(cccc1=O)O2, O=C1CCC(=O)N1Br. Product: COC(=O)C1CC2CN1C(=O)C(C1CCCC1)NC(=O)OC1CCCC1CCCCCn1c(ccc(Br)c1=O)O2. RXN SMILES: [CH3:48][C:49]#[N:50].[CH:1]1([CH:6]2[NH:7][C:8](=[O:39])[O:9][CH:10]3[CH2:11][CH2:12][CH2:13][CH:14]3[CH2:15][CH2:16][CH2:17][CH2:18][CH2:19][n:20]3[c:21](=[O:38])[cH:22][cH:23][cH:24][c:25]3[O:26][CH:27]3[CH2:28][CH:29]([C:34](=[O:35])[O:36][CH3:37])[N:30]([C:31]2=[O:32])[CH2:33]3)[CH2:2][CH2:3][CH2:4][CH2:5]1.[O:40]=[C:41]1[N:42]([Br:47])[C:43](=[O:44])[CH2:45][CH2:46]1>>[CH:1]1([CH:6]2[NH:7][C:8](=[O:39])[O:9][CH:10]3[CH2:11][CH2:12][CH2:13][CH:14]3[CH2:15][CH2:16][CH2:17][CH2:18][CH2:19][n:20]3[c:21](=[O:38])[c:22]([Br:47])[cH:23][cH:24][c:25]3[O:26][CH:27]3[CH2:28][CH:29]([C:34](=[O:35])[O:36][CH3:37])[N:30]([C:31]2=[O:32])[CH2:33]3)[CH2:2][CH2:3][CH2:4][CH2:5]1. Reported procedure: A 2 L, 3-necked round bottomed flask equipped with an overhead stir and a N2 inlet was charged with a solution of oxalyl chloride (130 mL, 0.26 mol) in DCM (250 mL). The solution was cooled to −78° C., and a solution of DMSO (20 mL, 0.28 mol) in DCM (30 mL) was added dropwise. After 30 minutes, a solution of (S)—N-Boc-prolinol (40 g, 0.20 mol) in DCM (200 mL) was added dropwise. After 30 minutes, TEA (140 mL, 1.00 mol) was added to the solution, and the flask was transferred to an ice/water bath... Solvent: C(Cl)Cl (DCM), C(Cl)Cl (DCM), C(Cl)Cl (DCM), C(Cl)Cl (DCM). Run at temperature -78 celsius, time 30 minute. Yields the product C(C)(C)(C)OC(=O)N1[C@@H](CCC1)C=O ((S)-2-formyl-pyrrolidine-1-carboxylic acid tert-butyl ester). Reaction SMILES: C(Cl)(=O)C(Cl)=O.CS(C)=O.[C:11]([N:18]1[CH2:24][CH2:23][CH2:22][C@H:19]1[CH2:20][OH:21])([O:13][C:14]([CH3:17])([CH3:16])[CH3:15])=[O:12]>C(Cl)Cl>[C:14]([O:13][C:11]([N:18]1[CH2:24][CH2:23][CH2:22][C@H:19]1[CH:20]=[O:21])=[O:12])([CH3:17])([CH3:16])[CH3:15]. The yield is 100.4%. Starting materials: CS(=O)C (DMSO), C(=O)(OC(C)(C)C)N1[C@H](CO)CCC1 ((S)—N-Boc-prolinol), TEA, C(C(=O)Cl)(=O)Cl (oxalyl chloride). Reactants: [Br-], OB(O)c1cc(C(F)(F)F)cc(C(F)(F)F)c1, O=C1NCCc2c(-c3ccccc3)[nH]c3cccc1c23. Yields the product O=C1NCCc2c(-c3cc(C(F)(F)F)cc(C(F)(F)F)c3)[nH]c3cccc1c23. Reaction SMILES: [Br-:21].[F:22][C:23]([c:24]1[cH:25][c:26]([B:34]([OH:35])[OH:36])[cH:27][c:28]([C:30]([F:31])([F:32])[F:33])[cH:29]1)([F:37])[F:38].[c:1]1(-[c:7]2[nH:8][c:9]3[cH:10][cH:11][cH:12][c:13]4[c:14]3[c:15]2[CH2:16][CH2:17][NH:18][C:19]4=[O:20])[cH:2][cH:3][cH:4][cH:5][cH:6]1>>[c:7]1(-[c:26]2[cH:25][c:24]([C:23]([F:22])([F:37])[F:38])[cH:29][c:28]([C:30]([F:31])([F:32])[F:33])[cH:27]2)[nH:8][c:9]2[cH:10][cH:11][cH:12][c:13]3[c:14]2[c:15]1[CH2:16][CH2:17][NH:18][C:19]3=[O:20]. The reactants are [BH4-], COC(=O)CS(=O)(=O)NC1CCc2c(-c3noc(-c4ccc(OC(C)C)c(C#N)c4)n3)cccc21, C1CCOC1, CO, [Na+]. Product: CC(C)Oc1ccc(-c2nc(-c3cccc4c3CCC4NS(=O)(=O)CCO)no2)cc1C#N. RXN SMILES: [BH4-:36].[C:1](#[N:2])[c:3]1[cH:4][c:5](-[c:13]2[n:14][c:15](-[c:18]3[c:19]4[c:23]([cH:24][cH:25][cH:26]3)[CH:22]([NH:27][S:28](=[O:29])(=[O:30])[CH2:31][C:32](=[O:33])[O:34][CH3:35])[CH2:21][CH2:20]4)[n:16][o:17]2)[cH:6][cH:7][c:8]1[O:9][CH:10]([CH3:11])[CH3:12].[CH2:40]1[O:41][CH2:42][CH2:43][CH2:44]1.[CH3:38][OH:39].[Na+:37]>>[C:1](#[N:2])[c:3]1[cH:4][c:5](-[c:13]2[n:14][c:15](-[c:18]3[c:19]4[c:23]([cH:24][cH:25][cH:26]3)[CH:22]([NH:27][S:28](=[O:29])(=[O:30])[CH2:31][CH2:32][OH:33])[CH2:21][CH2:20]4)[n:16][o:17]2)[cH:6][cH:7][c:8]1[O:9][CH:10]([CH3:11])[CH3:12].